From a dataset of the Open Reaction Database (ORD), a public repository of structured organic reaction records. describe an organic reaction: reactants, conditions, products, and yield Reactants: NC1=NC2(CO1)c1cc(Br)ccc1Oc1c(F)cc(O)cc12, [Na+], [Na+], O=C([O-])[O-], CN(C)C=O, O, c1ccc(P(c2ccccc2)(c2ccccc2)[Pd](P(c2ccccc2)(c2ccccc2)c2ccccc2)(P(c2ccccc2)(c2ccccc2)c2ccccc2)P(c2ccccc2)(c2ccccc2)c2ccccc2)cc1, OB(O)c1cncnc1. Yields the product NC1=NC2(CO1)c1cc(-c3cncnc3)ccc1Oc1c(F)cc(O)cc12. Reaction SMILES: [NH2:1][C:2]1=[N:6][C:5]2([CH2:4][O:3]1)[c:7]1[cH:8][c:9]([Br:22])[cH:10][cH:11][c:12]1[O:13][c:14]1[c:15]([F:21])[cH:16][c:17]([OH:20])[cH:18][c:19]12.[Na+:37].[Na+:38].[O-:39][C:40](=[O:41])[O-:42].[O:32]=[CH:33][N:34]([CH3:35])[CH3:36].[OH2:120].[cH:43]1[cH:44][cH:45][c:46]([P:47]([Pd:48]([P:49]([c:50]2[cH:51][cH:52][cH:53][cH:54][cH:55]2)([c:56]2[cH:57][cH:58][cH:59][cH:60][cH:61]2)[c:62]2[cH:63][cH:64][cH:65][cH:66][cH:67]2)([P:68]([c:69]2[cH:70][cH:71][cH:72][cH:73][cH:74]2)([c:75]2[cH:76][cH:77][cH:78][cH:79][cH:80]2)[c:81]2[cH:82][cH:83][cH:84][cH:85][cH:86]2)[P:87]([c:88]2[cH:89][cH:90][cH:91][cH:92][cH:93]2)([c:94]2[cH:95][cH:96][cH:97][cH:98][cH:99]2)[c:100]2[cH:101][cH:102][cH:103][cH:104][cH:105]2)([c:106]2[cH:107][cH:108][cH:109][cH:110][cH:111]2)[c:112]2[cH:113][cH:114][cH:115][cH:116][cH:117]2)[cH:118][cH:119]1.[n:23]1[cH:24][n:25][cH:26][c:27]([B:29]([OH:30])[OH:31])[cH:28]1>>[NH2:1][C:2]1=[N:6][C:5]2([CH2:4][O:3]1)[c:7]1[cH:8][c:9](-[c:27]3[cH:26][n:25][cH:24][n:23][cH:28]3)[cH:10][cH:11][c:12]1[O:13][c:14]1[c:15]([F:21])[cH:16][c:17]([OH:20])[cH:18][c:19]12. Reactants: [Al+3], C=CC(=O)OC, CCNCC, CCN(CC)CCC(=O)NC, CCOCC, [H-], [H-], [H-], [H-], [Li+]. Product: CCN(CC)CCCNC. RXN SMILES: [Al+3:24].[C:1]([O:2][CH3:3])(=[O:4])[CH:5]=[CH2:6].[CH2:7]([NH:8][CH2:9][CH3:10])[CH3:11].[CH3:12][NH:13][C:14]([CH2:15][CH2:16][N:17]([CH2:18][CH3:19])[CH2:20][CH3:21])=[O:22].[CH3:29][CH2:30][O:31][CH2:32][CH3:33].[H-:23].[H-:26].[H-:27].[H-:28].[Li+:25]>>[CH3:12][NH:13][CH2:14][CH2:15][CH2:16][N:17]([CH2:18][CH3:19])[CH2:20][CH3:21]. The reactants are aqueous solution, C(O)([O-])=O.[Na+] (sodium hydrogencarbonate), C(C1=CC=CC=C1)OC(=O)C1(CC1)C(NC1=C(C=C(C=C1)OC1=CC(=NC=C1)C(N)=O)F)=O (1-[4-(2-Carbamoylpyridin-4-yloxy)-2-fluorophenylcarbamoyl]cyclopropanecarboxylic acid benzyl ester), CN(C=O)C (N,N-dimethylformamide), O (water), C(C)(=O)O.C(C)(=O)O.IC1=CC=CC=C1 (Iodobenzene diacetate). The reagents and catalysts are C(C)(=O)O.C(C)(=O)O.IC1=CC=CC=C1 (iodobenzene diacetate). Run in C(C)(=O)OCC (Ethyl acetate). Yields the product C(C1=CC=CC=C1)OC(=O)C1(CC1)C(NC1=C(C=C(C=C1)OC1=CC(=NC=C1)N)F)=O (1-[4-(2-Aminopyridin-4-yloxy)-2-fluorophenylcarbamoyl]cyclopropanecarboxylic acid benzyl ester). Reaction SMILES: [CH2:1]([O:8][C:9]([C:11]1([C:14](=[O:33])[NH:15][C:16]2[CH:21]=[CH:20][C:19]([O:22][C:23]3[CH:28]=[CH:27][N:26]=[C:25](C(=O)N)[CH:24]=3)=[CH:18][C:17]=2[F:32])[CH2:13][CH2:12]1)=[O:10])[C:2]1[CH:7]=[CH:6][CH:5]=[CH:4][CH:3]=1.O.C(O)(=O)C.C(O)(=O)C.IC1C=CC=CC=1.C(=O)([O-])O.[Na+].C[N:56](C)C=O>C(O)(=O)C.C(O)(=O)C.IC1C=CC=CC=1.C(OCC)(=O)C>[CH2:1]([O:8][C:9]([C:11]1([C:14](=[O:33])[NH:15][C:16]2[CH:21]=[CH:20][C:19]([O:22][C:23]3[CH:28]=[CH:27][N:26]=[C:25]([NH2:56])[CH:24]=3)=[CH:18][C:17]=2[F:32])[CH2:12][CH2:13]1)=[O:10])[C:2]1[CH:3]=[CH:4][CH:5]=[CH:6][CH:7]=1 |f:2.3.4,5.6,8.9.10|. Procedure details: 1-[4-(2-Carbamoylpyridin-4-yloxy)-2-fluorophenylcarbamoyl]cyclopropanecarboxylic acid benzyl ester (10 g) was dissolved in N,N-dimethylformamide (100 ml) at room temperature, and water (2.41 ml) was added. Iodobenzene diacetate (7.91 g) was added with stirring at room temperature, the reaction mixture was stirred for 3 hours, iodobenzene diacetate (360 mg) was further added, and the reaction mixture was stirred for 2 hours. Ethyl acetate (100 ml) and a 5% aqueous solution of sodium hydrogencarbo... The reactants are NC=1C(=C(C(=CC1)C)O)Cl (3-amino-2-chloro-6-methylphenol), C([O-])([O-])=O.[Na+].[Na+] (sodium carbonate), Cl.[Cl-].NC=1C(=NN2C1C=CC=C2)NCC[N+](C)(C)C (2-[(3-aminopyrazolo[1,5-a]pyridin-2-yl)amino]-N,N,N-trimethylethanaminium chloride hydrochloride). Run in O (water). Product: [Cl-].NC=1\C(\C=C(C(C1Cl)=O)C)=N\C=1C(=NN2C1C=CC=C2)NCC[N+](C)(C)C (2-[(3-{[(1E)-2-amino-3-chloro-5-methyl-4-oxocyclohexa-2,5-dien-1-ylidene]amino}pyrazolo[1,5-a]pyridin-2-yl)amino]-N,N,N-trimethylethanaminium chloride). RXN SMILES: Cl.[Cl-].[NH2:3][C:4]1[C:5]([NH:13][CH2:14][CH2:15][N+:16]([CH3:19])([CH3:18])[CH3:17])=[N:6][N:7]2[CH:12]=[CH:11][CH:10]=[CH:9][C:8]=12.[NH2:20][C:21]1[C:22]([Cl:29])=[C:23]([OH:28])[C:24]([CH3:27])=[CH:25][CH:26]=1.C(=O)([O-])[O-].[Na+].[Na+]>O>[Cl-:29].[NH2:20][C:21]1/[C:26](=[N:3]/[C:4]2[C:5]([NH:13][CH2:14][CH2:15][N+:16]([CH3:19])([CH3:18])[CH3:17])=[N:6][N:7]3[CH:12]=[CH:11][CH:10]=[CH:9][C:8]=23)/[CH:25]=[C:24]([CH3:27])[C:23](=[O:28])[C:22]=1[Cl:29] |f:0.1.2,4.5.6,8.9|. Procedure: 5.83 mmol of 2-[(3-aminopyrazolo[1,5-a]pyridin-2-yl)amino]-N,N,N-trimethylethanaminium chloride hydrochloride dissolved in 30 ml of water were placed in a 100 ml one-necked round-bottomed flask. 5.83 mmol of 3-amino-2-chloro-6-methylphenol and then 17.5 mmol of sodium carbonate were added to this solution.